Task: describe an organic reaction: reactants, conditions, products, and yield. Dataset: the Open Reaction Database (ORD), a public repository of structured organic reaction records Starting materials: CC(=O)O, CC1(C)Cc2c(Cl)ccc([N+](=O)[O-])c2O1, [Fe], O. Yields the product CC1(C)Cc2c(Cl)ccc(N)c2O1. Reaction SMILES: [CH3:16][C:17](=[O:18])[OH:19].[Cl:1][c:2]1[cH:3][cH:4][c:5]([N+:13]([O-:14])=[O:15])[c:6]2[c:7]1[CH2:8][C:9]([CH3:11])([CH3:12])[O:10]2.[Fe:21].[OH2:20]>>[Cl:1][c:2]1[cH:3][cH:4][c:5]([NH2:13])[c:6]2[c:7]1[CH2:8][C:9]([CH3:11])([CH3:12])[O:10]2. Starting materials: ClC1=CC2=C(C(NC3=NC=CC=C23)=O)C=C1 (9-Chloro-5H-benzo[c][1,8]naphthyridin-6-one), C(C1=CC=CC=C1)NCCN(C)C (N′-benzyl-N,N-dimethylethane-1,2-diamine). Product: C(C1=CC=CC=C1)N(C1=CC2=C(C(NC3=NC=CC=C23)=O)C=C1)CCN(C)C (9-(Benzyl(2-(dimethylamino)ethyl)amino)benzo[c][1,8]naphthyridin-6(5H)-one). Isolated yield 3.4%. As a reaction SMILES: Cl[C:2]1[CH:16]=[CH:15][C:5]2[C:6](=[O:14])[NH:7][C:8]3[C:13]([C:4]=2[CH:3]=1)=[CH:12][CH:11]=[CH:10][N:9]=3.[CH2:17]([NH:24][CH2:25][CH2:26][N:27]([CH3:29])[CH3:28])[C:18]1[CH:23]=[CH:22][CH:21]=[CH:20][CH:19]=1>>[CH2:17]([N:24]([CH2:25][CH2:26][N:27]([CH3:29])[CH3:28])[C:2]1[CH:16]=[CH:15][C:5]2[C:6](=[O:14])[NH:7][C:8]3[C:13]([C:4]=2[CH:3]=1)=[CH:12][CH:11]=[CH:10][N:9]=3)[C:18]1[CH:23]=[CH:22][CH:21]=[CH:20][CH:19]=1. Reported procedure: The title compound was synthesized according to the procedure described for the preparation of Example 448 using 6 (200 mg, 0.87 mmol) and N′-benzyl-N,N-dimethylethane-1,2-diamine (0.67 ml, 3.47 mmol) to provide 450 (11 mg, 3% yield) as a white powder. LC-MS (M+H=373, obsd.=373). 1H NMR (400 MHz, DMSO-D6) δ 11.61 (s, 1H), 9.88 (m, 1H), 8.76 (d, J=7.5, 1H), 8.45 (d, J=3.4, 1H), 8.08 (d, J=9.0, 1H), 7.57 (s, 1H), 7.20 (m, 6H), 7.10 (d, J=7.0, 1H), 4.86 (s, 2H), 4.02 (m, 4H), 2.89 (d, J=4.7, 6H). Starting materials: C(C)(=O)O[BH-](OC(C)=O)OC(C)=O.[Na+] (sodium triacetoxyborohydride), NC1CC(N(C1)C=1C=CC2=C(NC(CO2)=O)C1)=O (6-(4-Amino-2-oxopyrrolidin-1-yl)-2H-1,4-benzoxazin-3(4H)-one), COC1=CC=C2N=CC(N(C2=C1)CCCC=O)=O (4-(7-Methoxy-2-oxoquinoxalin-1(2H)-yl)butanal), powder. Run in C(Cl)(Cl)Cl.CO (chloroform methanol). Reaction conditions: temperature 60 celsius, time 4.5 hour. The product is COC1=CC=C2N=CC(N(C2=C1)CCCCNC1CC(N(C1)C=1C=CC2=C(NC(CO2)=O)C1)=O)=O (6-(4-{[4-(7-Methoxy-2-oxoquinoxalin-1(2H)-yl)butyl]amino}-2-oxopyrrolidin-1-yl)-2H-1,4-benzoxazin-3(4H)-one). Yield: 84.3%. Reaction SMILES: [NH2:1][CH:2]1[CH2:6][N:5]([C:7]2[CH:8]=[CH:9][C:10]3[O:15][CH2:14][C:13](=[O:16])[NH:12][C:11]=3[CH:17]=2)[C:4](=[O:18])[CH2:3]1.[CH3:19][O:20][C:21]1[CH:30]=[C:29]2[C:24]([N:25]=[CH:26][C:27](=[O:36])[N:28]2[CH2:31][CH2:32][CH2:33][CH:34]=O)=[CH:23][CH:22]=1.C(O[BH-](OC(=O)C)OC(=O)C)(=O)C.[Na+]>C(Cl)(Cl)Cl.CO>[CH3:19][O:20][C:21]1[CH:30]=[C:29]2[C:24]([N:25]=[CH:26][C:27](=[O:36])[N:28]2[CH2:31][CH2:32][CH2:33][CH2:34][NH:1][CH:2]2[CH2:6][N:5]([C:7]3[CH:8]=[CH:9][C:10]4[O:15][CH2:14][C:13](=[O:16])[NH:12][C:11]=4[CH:17]=3)[C:4](=[O:18])[CH2:3]2)=[CH:23][CH:22]=1 |f:2.3,4.5|. Procedure: 6-(4-Amino-2-oxopyrrolidin-1-yl)-2H-1,4-benzoxazin-3(4H)-one (56.9 mg, 0.230 mmol) and 4-(7-methoxy-2-oxoquinoxalin-1(2H)-yl)butanal (Reference Example 3; 56.6 mg, 0.230 mmol) were dissolved in chloroform/methanol (10:1, v/v, 3 ml), molecular sieve 3 A (powder 700 mg) was further added, and the mixture was stirred at 60° C. for 4.5 hours. After cooling, sodium triacetoxyborohydride (154 mg, 0.69 mmol) was added to the reaction solution and the mixture was stirred at room temperature for 1.5 hour... Reactants: O=C([O-])[O-], CN(C)C=O, Cc1oc(-c2ccccc2)nc1CCl, [K+], [K+], O, COC(=O)c1cncc(O)c1. The product is COC(=O)c1cncc(OCc2nc(-c3ccccc3)oc2C)c1. RXN SMILES: [C:26](=[O:27])([O-:28])[O-:29].[CH3:32][N:33]([CH3:34])[CH:35]=[O:36].[Cl:1][CH2:2][c:3]1[n:4][c:5](-[c:9]2[cH:10][cH:11][cH:12][cH:13][cH:14]2)[o:6][c:7]1[CH3:8].[K+:30].[K+:31].[OH2:37].[OH:15][c:16]1[cH:17][c:18]([C:22](=[O:23])[O:24][CH3:25])[cH:19][n:20][cH:21]1>>[CH2:2]([c:3]1[n:4][c:5](-[c:9]2[cH:10][cH:11][cH:12][cH:13][cH:14]2)[o:6][c:7]1[CH3:8])[O:15][c:16]1[cH:17][c:18]([C:22](=[O:23])[O:24][CH3:25])[cH:19][n:20][cH:21]1. The reactants are ice water, C(C1=CC=2OCOC2C=C1)(=O)O (piperonylic acid), O=P12OP3(=O)OP(=O)(O1)OP(=O)(O2)O3 (P2O5), C1OC=2C=C(C=CC2O1)C(C(=O)OC)C (methyl 2-(3,4-methylenedioxyphenyl)propionate). The solvent is ClCCCl (1,2-dichloroethane). Reaction conditions: time 15 hour. Product: C1OC=2C=C(C(=O)C3=C(C=C4C(=C3)OCO4)C(C(=O)OC)C)C=CC2O1 (Methyl 2-(2-(3,4-Methylenedioxybenzoyl)-4,5-methylenedioxyphenyl)propionate). Reaction SMILES: [CH2:1]1[O:9][C:8]2[CH:7]=[CH:6][C:5]([CH:10]([CH3:15])[C:11]([O:13][CH3:14])=[O:12])=[CH:4][C:3]=2[O:2]1.[C:16](O)(=[O:26])[C:17]1[CH:25]=[CH:24][C:23]2[O:22][CH2:21][O:20][C:19]=2[CH:18]=1.O=P12OP3(OP(OP(O3)(O1)=O)(=O)O2)=O>ClCCCl>[CH2:21]1[O:22][C:23]2[CH:24]=[CH:25][C:17]([C:16]([C:6]3[CH:7]=[C:8]4[O:9][CH2:1][O:2][C:3]4=[CH:4][C:5]=3[CH:10]([CH3:15])[C:11]([O:13][CH3:14])=[O:12])=[O:26])=[CH:18][C:19]=2[O:20]1. Procedure: To a mixture of methyl 2-(3,4-methylenedioxyphenyl)propionate (1 g, 4.8 mmol) in 1,2-dichloroethane (50 mL) was added piperonylic acid (1.6 g, 9.6 mmol) and P2O5 (4 g). The reaction mixture was stirred for 15 h and then poured to ice water (200 mL) and the product was extracted with EtOAc (2×100 mL). The pure product was obtained by flash chromatography (453 mg, 27%). 1H NMR (CDCl3) 7.37 (s, 1H), 7.33 (d, J=8.0, 1H), 6.95 (s, 1H), 6.83 (d, J=8.0, 1H), 6.76 (s, 1H), 6.07 (s, 2H), 6.02 (s, 2H), 3.... Starting materials: SC1=NC=CC=N1 (2-mercapto-pyrimidine), N[C@@H](CC1=CC=CC=C1)C(=O)O (L-phenylalanine), SC1=NC(=CC(=N1)C)C (2-mercapto-4,6-dimethyl-pyrimidine), O1CCOCC1 (dioxane), C(C)(=O)OCC (ethyl acetate). Run in aqueous solution, [OH-].[Na+] (sodium hydroxide). Product: N-benzyloxycarbonyl-glycine 4,6-dimethylpyrimidine-2-yl, N(CC(=O)N[C@@H](CC1=CC=CC=C1)C(=O)O)C(=O)OCC1=CC=CC=C1 (Z-Gly-L-Phe-OH). Reaction SMILES: SC1N=[C:6]([CH3:8])[CH:5]=[C:4]([CH3:9])N=1.[O:10]1CCO[CH2:12][CH2:11]1.SC1N=CC=C[N:18]=1.[NH2:23][C@H:24]([C:32]([OH:34])=[O:33])[CH2:25][C:26]1[CH:31]=[CH:30][CH:29]=[CH:28][CH:27]=1.[C:35]([O:38][CH2:39][CH3:40])(=[O:37])C>[OH-].[Na+]>[NH:18]([C:35]([O:38][CH2:39][C:40]1[CH:9]=[CH:4][CH:5]=[CH:6][CH:8]=1)=[O:37])[CH2:12][C:11]([NH:23][C@H:24]([C:32]([OH:34])=[O:33])[CH2:25][C:26]1[CH:31]=[CH:30][CH:29]=[CH:28][CH:27]=1)=[O:10] |f:5.6|. Procedure: N-benzyloxycarbonyl-glycine 4,6-dimethylpyrimidine-2-yl thiolester was synthesized using the same process as described in Example 6 except that 0.005 mole of 2-mercapto-4,6-dimethyl-pyrimidine and 15 ml of dioxane were used instead of 0.01 mole of 2-mercapto-pyrimidine and 50 ml of ethyl acetate. To the obtained reaction solution, 0.99 g (0.006 mole) of L-phenylalanine dissolved in 12 ml of a 0.5 N aqueous solution of sodium hydroxide (L-Phe-ONa) was added and reacted at 20°C for 6 hours. After ... Starting materials: CCOC(=O)C(C#N)=C1CCCCC1, [Mg+]Cc1ccccc1, CCOCC, [Cl-], Cl. The product is CCOC(=O)C(C#N)C1(Cc2ccccc2)CCCCC1. Reaction SMILES: [C:10](#[N:11])[C:12]([C:13](=[O:14])[O:15][CH2:16][CH3:17])=[C:18]1[CH2:19][CH2:20][CH2:21][CH2:22][CH2:23]1.[CH2:2]([c:3]1[cH:4][cH:5][cH:6][cH:7][cH:8]1)[Mg+:9].[CH3:25][CH2:26][O:27][CH2:28][CH3:29].[Cl-:1].[ClH:24]>>[CH2:2]([c:3]1[cH:4][cH:5][cH:6][cH:7][cH:8]1)[C:18]1([CH:12]([C:10]#[N:11])[C:13](=[O:14])[O:15][CH2:16][CH3:17])[CH2:19][CH2:20][CH2:21][CH2:22][CH2:23]1.